Dataset: the Open Reaction Database (ORD), a public repository of structured organic reaction records. Task: describe an organic reaction: reactants, conditions, products, and yield Starting materials: O=C([O-])[O-], CS(C)=O, N#CC1(c2ccc(Cl)cc2Cl)CC1, [K+], [K+], O, OO. Yields the product NC(=O)C1(c2ccc(Cl)cc2Cl)CC1. As a reaction SMILES: [C:14]([O-:15])(=[O:16])[O-:17].[CH3:23][S:24]([CH3:25])=[O:26].[Cl:1][c:2]1[c:3]([C:9]2([C:12]#[N:13])[CH2:10][CH2:11]2)[cH:4][cH:5][c:6]([Cl:8])[cH:7]1.[K+:18].[K+:19].[OH2:22].[OH:20][OH:21]>>[Cl:1][c:2]1[c:3]([C:9]2([C:12]([NH2:13])=[O:15])[CH2:10][CH2:11]2)[cH:4][cH:5][c:6]([Cl:8])[cH:7]1. Reactants: CC=1NC2=C(C=CC(=C2C1)OCC1OC1)C (2,7-Dimethyl-4-oxiranylmethoxy-1H-indole), C1=C(C=CC2=CC=CC=C12)N1[C@H]2C\C=C/C[C@@H](C1)NC2 (Z-(1S,6S)-7-naphthalen-2-yl-7,9-diaza-bicyclo[4.2.2]dec-3-ene), CCN(C(C)C)C(C)C (DIPEA). The solvent is C(C)O (ethanol). Yields the product CC=1NC2=C(C=CC(=C2C1)OCC(CN1C2CC=CCC(C1)N(C2)C2=CC1=CC=CC=C1C=C2)O)C (1-(2,7-Dimethyl-1H-indol-4-yloxy)-3-(9-naphthalen-2-yl-7,9-diaza-bicyclo[4.2.2]dec-3-en-7-yl)-propan-2-ol). Reaction SMILES: [CH3:1][C:2]1[NH:3][C:4]2[C:9]([CH:10]=1)=[C:8]([O:11][CH2:12][CH:13]1[CH2:15][O:14]1)[CH:7]=[CH:6][C:5]=2[CH3:16].[CH:17]1[C:26]2[C:21](=[CH:22][CH:23]=[CH:24][CH:25]=2)[CH:20]=[CH:19][C:18]=1[N:27]1[CH2:34][C@H:33]2[NH:35][CH2:36][C@@H:28]1[CH2:29][CH:30]=[CH:31][CH2:32]2.CCN(C(C)C)C(C)C>C(O)C>[CH3:1][C:2]1[NH:3][C:4]2[C:9]([CH:10]=1)=[C:8]([O:11][CH2:12][CH:13]([OH:14])[CH2:15][N:35]1[CH2:36][CH:28]3[N:27]([C:18]4[CH:19]=[CH:20][C:21]5[C:26](=[CH:25][CH:24]=[CH:23][CH:22]=5)[CH:17]=4)[CH2:34][CH:33]1[CH2:32][CH:31]=[CH:30][CH2:29]3)[CH:7]=[CH:6][C:5]=2[CH3:16]. Procedure: 2,7-Dimethyl-4-oxiranylmethoxy-1H-indole (30 mg, 0.138 mmol), Z-(1S,6S)-7-naphthalen-2-yl-7,9-diaza-bicyclo[4.2.2]dec-3-ene (40 mg, 0.15 mmol), DIPEA (0.1 mL, 0.55 mmol), ethanol (2 mL) were heated for 900 sec. at 120° C. in a μW reaction tube to yield crude product. The solvent was evaporated under reduced pressure to yield a solid that was purified with flash chromatography gradient [0% Ethyl acetate/heptane to 100% Ethyl acetate] to yield the title compound as a residue. The reactants are C#CCCC (pent-1-yne), C(CCC)[Li] (n-butyllithium), tetrakis (triphenylphosphine)palladium(O), BrC=1SC=CC1 (2-bromothiophene), Cl (hydrochloric acid). The reagents and catalysts are [Cl-].[Zn+2].[Cl-] (zinc chloride). Solvent: C1CCOC1 (THF), C1CCOC1 (THF). Reaction conditions: time 10 minute. Yields the product C(#CCCC)C=1SC=CC1 (2-Pent-1-ynylthiophene). The yield is 87.6%. As a reaction SMILES: C([Li])CCC.[CH:6]#[C:7][CH2:8][CH2:9][CH3:10].Br[C:12]1[S:13][CH:14]=[CH:15][CH:16]=1.Cl>C1COCC1.[Cl-].[Zn+2].[Cl-]>[C:6]([C:12]1[S:13][CH:14]=[CH:15][CH:16]=1)#[C:7][CH2:8][CH2:9][CH3:10] |f:5.6.7|. Procedure details: A solution of n-butyllithium (10.0 ml, 10.0M in hexane, 0.10 mol) is added dropwise to a stirred cooled (-5° to 0° C.) solution of pent-1-yne (6.80 g, 0.10 mol) in dry THF under dry nitrogen. This mixture is stirred for 10 minutes and then a solution of dry zinc chloride (13.63 g, 0.10 mol) in dry THF is added dropwise to 2-bromothiophene (16.00 g, 0.098 mol) at a temperature of between -5° C. and 0° C. followed by addition of tetrakis (triphenylphosphine)palladium(O) (3.40 g, 2.94 mol). The mix... Reactants: BrC1=CC=C(N)C=C1 (4-bromoaniline), FC(OC=1C=C(C=CC1)B(O)O)(F)F (3-(trifluoromethoxy)phenylboronic acid). Product: FC(OC=1C=C(C=CC1)C1=CC=C(C=C1)N)(F)F (3′-(trifluoromethoxy)biphenyl-4-amine). The yield is 63.5%. RXN SMILES: Br[C:2]1[CH:8]=[CH:7][C:5]([NH2:6])=[CH:4][CH:3]=1.[F:9][C:10]([F:22])([F:21])[O:11][C:12]1[CH:13]=[C:14](B(O)O)[CH:15]=[CH:16][CH:17]=1>>[F:9][C:10]([F:21])([F:22])[O:11][C:12]1[CH:17]=[C:16]([C:2]2[CH:8]=[CH:7][C:5]([NH2:6])=[CH:4][CH:3]=2)[CH:15]=[CH:14][CH:13]=1. Procedure: The title compound (280 mg) was prepared from 4-bromoaniline (300 mg, 1.74 mmol) and 3-(trifluoromethoxy)phenylboronic acid (466 mg, 2.26 mmol) as a pale-yellow liquid. Starting materials: CC(=O)O[BH-](OC(C)=O)OC(C)=O, C1CCOC1, CC(C)=O, CC(=O)O, Fc1cccc(COc2ccc(Nc3ncnc4sc5c(c34)CCc3nn(C4CCNCC4)cc3-5)cc2Cl)c1, [Na+]. Yields the product CC(C)N1CCC(n2cc3c(n2)CCc2c-3sc3ncnc(Nc4ccc(OCc5cccc(F)c5)c(Cl)c4)c23)CC1. RXN SMILES: [C:44]([O:45][BH-:46]([O:47][C:48](=[O:49])[CH3:50])[O:51][C:52](=[O:53])[CH3:54])(=[O:55])[CH3:56].[CH2:62]1[O:63][CH2:64][CH2:65][CH2:66]1.[CH3:40][C:41]([CH3:42])=[O:43].[CH3:58][C:59](=[O:60])[OH:61].[Cl:1][c:2]1[cH:3][c:4]([NH:17][c:18]2[n:19][cH:20][n:21][c:22]3[c:23]2[c:24]2[c:25]([s:39]3)-[c:26]3[cH:27][n:28]([CH:33]4[CH2:34][CH2:35][NH:36][CH2:37][CH2:38]4)[n:29][c:30]3[CH2:31][CH2:32]2)[cH:5][cH:6][c:7]1[O:8][CH2:9][c:10]1[cH:11][c:12]([F:16])[cH:13][cH:14][cH:15]1.[Na+:57]>>[Cl:1][c:2]1[cH:3][c:4]([NH:17][c:18]2[n:19][cH:20][n:21][c:22]3[c:23]2[c:24]2[c:25]([s:39]3)-[c:26]3[cH:27][n:28]([CH:33]4[CH2:34][CH2:35][N:36]([CH:41]([CH3:40])[CH3:42])[CH2:37][CH2:38]4)[n:29][c:30]3[CH2:31][CH2:32]2)[cH:5][cH:6][c:7]1[O:8][CH2:9][c:10]1[cH:11][c:12]([F:16])[cH:13][cH:14][cH:15]1. Procedure details: Put 12.118 g (100 mmol) N-methylbenzylamine with 16.584 g (120 mmol) potassium carbonate in 100 ml toluene. Add dropwise 11.103 g (120 mmol) chloroacetone and stir overnight under reflux. Then cool to RT, filter to remove the salt and concentrate by evaporation. Purify the residue by chromatography on silica gel (solvent: cyclohexane/ethyl acetate 8:2), obtaining 9.0 g (50.8% of theor.) of the target compound. Run at time 8 hour. The product is C(C1=CC=CC=C1)N(CC(=O)C)C (1-[Benzyl(methyl)amino]acetone). The solvent is C1(=CC=CC=C1)C (toluene). RXN SMILES: [CH3:1][NH:2][CH2:3][C:4]1[CH:9]=[CH:8][CH:7]=[CH:6][CH:5]=1.C(=O)([O-])[O-].[K+].[K+].Cl[CH2:17][C:18](=[O:20])[CH3:19]>C1(C)C=CC=CC=1>[CH2:3]([N:2]([CH3:1])[CH2:17][C:18]([CH3:19])=[O:20])[C:4]1[CH:9]=[CH:8][CH:7]=[CH:6][CH:5]=1 |f:1.2.3|. Reactants: CNCC1=CC=CC=C1 (N-methylbenzylamine), C([O-])([O-])=O.[K+].[K+] (potassium carbonate), ClCC(C)=O (chloroacetone). Reactants: C1(C=2C(C(N1CCCSC1=CC=NC=C1)=O)=CC=CC2)=O (4-(3-phthalimidopropylthio)pyridine), [BH4-].[Na+] (sodium borohydride). The solvent is C(C)O (ethanol). Run at time 24 hour. Product: OCC1=C(C(=O)NCCCSC2=CC=NC=C2)C=CC=C1 (4-[3-(2-hydroxymethylbenzoyl)aminopropylthio]pyridine). The yield is 78.2%. RXN SMILES: [C:1]1(=[O:21])[N:5]([CH2:6][CH2:7][CH2:8][S:9][C:10]2[CH:15]=[CH:14][N:13]=[CH:12][CH:11]=2)[C:4](=[O:16])[C:3]2=[CH:17][CH:18]=[CH:19][CH:20]=[C:2]12.[BH4-].[Na+]>C(O)C>[OH:21][CH2:1][C:2]1[CH:20]=[CH:19][CH:18]=[CH:17][C:3]=1[C:4]([NH:5][CH2:6][CH2:7][CH2:8][S:9][C:10]1[CH:11]=[CH:12][N:13]=[CH:14][CH:15]=1)=[O:16] |f:1.2|. Procedure: To a solution of 5.97 g (20.0 mmol) of 4-(3-phthalimidopropylthio)pyridine in 300 ml of ethanol, 7.57 g (200 mmol) of sodium borohydride was added, and stirred at room temperature for 24 hours. The solvent was distilled off and saturated saline was added to the residue. The mixture was extracted with chloroform and the extract was dried over anhydrous magnesium sulfate. The solvent was distilled off and the residue was purified by column chromatography (eluent: ethanol/ethyl acetate =1:10) to gi... The reactants are ClC1=C(OC=2C(=NC(=NC2C)N2CCOCC2)NS(=O)(=O)C2=NC=C(C=C2)C(C)C)C=C(C=C1)OC (5-isopropyl-pyridine-2-sulphonic acid 5-(2-chloro-5-methoxy-phenoxy )-6-methyl-2-morpholin-4-yl-pyrimidin-4-ylamide), [Se](=O)=O (selenium dioxide). The solvent is O1CCOCC1 (dioxan). Product: ClC1=C(OC=2C(=NC(=NC2C=O)N2CCOCC2)NS(=O)(=O)C2=NC=C(C=C2)C(C)C)C=C(C=C1)OC (5-isopropyl-pyridine-2-sulphonic acid 5-(2-chloro-5-methoxy-phenoxy)-6-formyl-2-morpholin-4-yl-pyrimidin-4-ylamide). The yield is 51.6%. Reaction SMILES: [Cl:1][C:2]1[CH:34]=[CH:33][C:32]([O:35][CH3:36])=[CH:31][C:3]=1[O:4][C:5]1[C:6]([NH:18][S:19]([C:22]2[CH:27]=[CH:26][C:25]([CH:28]([CH3:30])[CH3:29])=[CH:24][N:23]=2)(=[O:21])=[O:20])=[N:7][C:8]([N:12]2[CH2:17][CH2:16][O:15][CH2:14][CH2:13]2)=[N:9][C:10]=1[CH3:11].[Se](=O)=[O:38]>O1CCOCC1>[Cl:1][C:2]1[CH:34]=[CH:33][C:32]([O:35][CH3:36])=[CH:31][C:3]=1[O:4][C:5]1[C:6]([NH:18][S:19]([C:22]2[CH:27]=[CH:26][C:25]([CH:28]([CH3:30])[CH3:29])=[CH:24][N:23]=2)(=[O:21])=[O:20])=[N:7][C:8]([N:12]2[CH2:13][CH2:14][O:15][CH2:16][CH2:17]2)=[N:9][C:10]=1[CH:11]=[O:38]. Procedure details: 1 g of the compound obtained in Example 36 and 2.1 g of selenium dioxide in 40 ml of dioxan were stirred in an autoclave at 170° C. for 7 hours. The reaction mixture was filtered and the filtrate was concentrated. The residue was partitioned between ethyl acetate and water. The organic phase was dried, the solvent was evaporated and the residue was purified over silica gel with ethyl acetate/hexane. 0.53 g of 5-isopropyl-pyridine-2-sulphonic acid 5-(2-chloro-5-methoxy-phenoxy)-6-formyl-2-morphol...